Dataset: the Open Reaction Database (ORD), a public repository of structured organic reaction records. Task: describe an organic reaction: reactants, conditions, products, and yield The reactants are Br (HBr), C1(CCCCC1)N(C(CCCOC=1C=C2CN(C(=NC2=CC1)NC(C)=O)CC(=O)OC(C)(C)C)=O)C (N-cyclohexyl-N-methyl-4-[2-acetamido-3-tert-butyloxycarbonylmethyl-3,4-dihydroquinazolin-6-yl]oxybutyramide). The solvent is C(C)(=O)O (acetic acid), C(C)(=O)OCC (ethyl acetate), C(C)O (ethanol). Conditions: time 8 hour. Yields the product C1(CCCCC1)N(C(CCCOC=1C=C2CN(C(=NC2=CC1)NC(C)=O)CC(=O)OCC)=O)C (N-Cyclohexyl-N-Methyl-4-[2-acetamido-3-ethoxycarbonylmethyl-3,4-dihydroquinazolin-6-yl]oxybutyramide). As a reaction SMILES: [CH:1]1([N:7]([CH3:36])[C:8](=[O:35])[CH2:9][CH2:10][CH2:11][O:12][C:13]2[CH:14]=[C:15]3[C:20](=[CH:21][CH:22]=2)[N:19]=[C:18]([NH:23][C:24](=[O:26])[CH3:25])[N:17]([CH2:27][C:28]([O:30][C:31](C)(C)[CH3:32])=[O:29])[CH2:16]3)[CH2:6][CH2:5][CH2:4][CH2:3][CH2:2]1.Br>C(OCC)(=O)C.C(O)C.C(O)(=O)C>[CH:1]1([N:7]([CH3:36])[C:8](=[O:35])[CH2:9][CH2:10][CH2:11][O:12][C:13]2[CH:14]=[C:15]3[C:20](=[CH:21][CH:22]=2)[N:19]=[C:18]([NH:23][C:24](=[O:26])[CH3:25])[N:17]([CH2:27][C:28]([O:30][CH2:31][CH3:32])=[O:29])[CH2:16]3)[CH2:6][CH2:5][CH2:4][CH2:3][CH2:2]1. Reported procedure: A solution of N-cyclohexyl-N-methyl-4-[2-acetamido-3-tert-butyloxycarbonylmethyl-3,4-dihydroquinazolin-6-yl]oxybutyramide (13.7 g, 25 mmol) was dissolved in a mixture of ethyl acetate and ethanol (10 mL each), and to the mixture was added saturated HBr in acetic acid. After stirring overnight, the mixture was concentrated, dissolved in ethyl acetate and the organic layer was washed with half-saturated sodium bicarbonate and brine, otherwise dried, filtered and evaporated. Column chromatography o... Reactants: CO, COc1ccc([N+](=O)[O-])cc1C(F)(F)F. Product: COc1ccc(N)cc1C(F)(F)F. RXN SMILES: [CH3:16][OH:17].[CH3:1][O:2][c:3]1[c:4]([C:12]([F:13])([F:14])[F:15])[cH:5][c:6]([N+:9]([O-:10])=[O:11])[cH:7][cH:8]1>>[CH3:1][O:2][c:3]1[c:4]([C:12]([F:13])([F:14])[F:15])[cH:5][c:6]([NH2:9])[cH:7][cH:8]1. The reactants are BrC=1C=CC(=C2C=CC=NC12)C (8-Bromo-5-methyl-quinoline), [Cu]C#N (copper (I) cyanide), CN(C=O)C (dimethylformamide). Reaction conditions: temperature 200 celsius. Yields the product CC1=CC=C(C=2C=CC=NC12)C#N (8-Methyl-quinoline-5-carbonitrile). As a reaction SMILES: Br[C:2]1[CH:3]=[CH:4][C:5](C)=[C:6]2[C:11]=1[N:10]=[CH:9][CH:8]=[CH:7]2.[Cu]C#N.[CH3:16][N:17]([CH3:20])C=O>>[CH3:2][C:3]1[C:20]2[N:17]=[CH:16][CH:9]=[CH:8][C:7]=2[C:6]([C:11]#[N:10])=[CH:5][CH:4]=1. Procedure: 4.0 g 8-Bromo-5-methyl-quinoline and 1.69 g copper (I) cyanide were dissolved in 16 ml dimethylformamide and stirred at 200° C. for thirty minutes under microwave irradiation. The cooled reaction mixture was poured in 50 ml 2N HCL and extracted with 100 ml ethyl acetate. The organic layer was washed with 50 ml 2N HCl and 30 ml brine and then dried over MgSO4. The solvent was removed in vacuo. The resulting residue was purified on silica gel with the eluent n-heptane ethyl acetate=2:1 to obtain 3... Starting materials: CCNc1nnc(C(C)(C)C)s1, CN=C=O, O. Yields the product CCN(C(=O)NC)c1nnc(C(C)(C)C)s1. Reaction SMILES: [C:1]([CH3:2])([CH3:3])([CH3:4])[c:5]1[s:6][c:7]([NH:10][CH2:11][CH3:12])[n:8][n:9]1.[CH3:13][N:14]=[C:15]=[O:16].[OH2:17]>>[C:1]([CH3:2])([CH3:3])([CH3:4])[c:5]1[s:6][c:7]([N:10]([CH2:11][CH3:12])[C:15]([NH:14][CH3:13])=[O:16])[n:8][n:9]1. Reactants: Br (HBr), C(C)(=O)O (acetic acid), C(C)(=O)NC=1SC(=CN1)S(=O)(=O)Cl (2-acetylamino-thiazole-5-sulfonyl chloride), NC1CCN(CC1)C(=O)OCC (ethyl 4-amino-1-piperidine carboxylate), C1(CCCCC1)NC1CCCCC1 (dicyclohexylamine). Yields the product C(C)OC(=O)N1CCC(CC1)NS(=O)(=O)C1=C(N=C(S1)NC(=O)N(C1CCCCC1)C1CCCCC1)C (4-[2-(3,3-Dicyclohexyl-ureido)-4-methyl-thiazole-5-sulfonylamino]-piperidine-1-carboxylic acid ethyl ester), N1CCC(CC1)NS(=O)(=O)C1=C(N=C(S1)NC(=O)N(C1CCCCC1)C1CCCCC1)C (2-(3,3-Dicyclohexylureido)-4-methylthiazole-5-sulfonic acid piperidin-4-ylamide). As a reaction SMILES: [NH2:1][CH:2]1[CH2:7][CH2:6][N:5]([C:8]([O:10][CH2:11][CH3:12])=[O:9])[CH2:4][CH2:3]1.[CH:13]1([NH:19][CH:20]2[CH2:25][CH2:24][CH2:23][CH2:22][CH2:21]2)[CH2:18][CH2:17][CH2:16][CH2:15][CH2:14]1.[C:26]([NH:29][C:30]1[S:31][C:32]([S:35](Cl)(=[O:37])=[O:36])=[CH:33][N:34]=1)(=[O:28])C.Br.[C:40](O)(=O)C>>[CH2:11]([O:10][C:8]([N:5]1[CH2:4][CH2:3][CH:2]([NH:1][S:35]([C:32]2[S:31][C:30]([NH:29][C:26]([N:19]([CH:13]3[CH2:14][CH2:15][CH2:16][CH2:17][CH2:18]3)[CH:20]3[CH2:21][CH2:22][CH2:23][CH2:24][CH2:25]3)=[O:28])=[N:34][C:33]=2[CH3:40])(=[O:37])=[O:36])[CH2:7][CH2:6]1)=[O:9])[CH3:12].[NH:5]1[CH2:4][CH2:3][CH:2]([NH:1][S:35]([C:32]2[S:31][C:30]([NH:29][C:26]([N:19]([CH:13]3[CH2:14][CH2:15][CH2:16][CH2:17][CH2:18]3)[CH:20]3[CH2:21][CH2:22][CH2:23][CH2:24][CH2:25]3)=[O:28])=[N:34][C:33]=2[CH3:40])(=[O:37])=[O:36])[CH2:7][CH2:6]1. Reported procedure: 4-[2-(3,3-Dicyclohexyl-ureido)-4-methyl-thiazole-5-sulfonylamino]-piperidine-1-carboxylic acid ethyl ester was prepared as described in Example 173 using ethyl 4-amino-1-piperidine carboxylate, dicyclohexylamine and 2-acetylamino-thiazole-5-sulfonyl chloride. Reaction with 33% HBr in acetic acid followed by chromatography afforded the title compound. Reactants: [BH4-].[Na+] (sodium tetrahydroborate), C(#N)C1=C(C=CC(=C1)C)C1=CC(=CC(=C1)C(=O)OC)C(=O)OC (dimethyl 2′-cyano-4′-methylbiphenyl-3,5-dicarboxylate), O (water). The solvent is CO (methanol). Conditions: time 6 hour. Yields the product C(#N)C1=C(C=CC(=C1)C)C1=CC(=CC(=C1)CO)C(=O)OC (Methyl 2′-cyano-5-(hydroxymethyl)-4′-methylbiphenyl-3-carboxylate). As a reaction SMILES: [C:1]([C:3]1[CH:8]=[C:7]([CH3:9])[CH:6]=[CH:5][C:4]=1[C:10]1[CH:15]=[C:14]([C:16]([O:18][CH3:19])=[O:17])[CH:13]=[C:12]([C:20](OC)=[O:21])[CH:11]=1)#[N:2].[BH4-].[Na+].O>CO>[C:1]([C:3]1[CH:8]=[C:7]([CH3:9])[CH:6]=[CH:5][C:4]=1[C:10]1[CH:11]=[C:12]([CH2:20][OH:21])[CH:13]=[C:14]([C:16]([O:18][CH3:19])=[O:17])[CH:15]=1)#[N:2] |f:1.2|. Procedure details: A solution of dimethyl 2′-cyano-4′-methylbiphenyl-3,5-dicarboxylate (343 mg, 1.05 mmol) in methanol (20 mL) was cooled at 0° C. and sodium tetrahydroborate (0.60 g, 16 mmol) was added slowly. The mixture was stirred at rt for 6 h, and then treated with water (20 mL). The volatiles were removed in vacuo and the acqueous phase was extracted with CH2Cl2 (30 mL×3). The combined organic layers were washed with brine, dried over anhydrous MgSO4, and concentrated in vacuo. The residue was purified by f... The reactants are C(C)(C)(C)OC(NCCCC(NCCCC(NCC)=O)=O)=O ([3-(3-Ethylcarbamoyl-propylcarbamoyl)-propyl]-carbamic acid tert-butyl ester), C(=O)(OC(C)(C)C)NCCCC(=O)O (N-Boc-γ-Aminobutyric acid). The solvent is CO (MeOH), Cl (HCl). Run at time 18 hour. Product: C(C)(C)(C)OC(NCCCC(NCCCC(NCCCC(NCC)=O)=O)=O)=O ({3-[3-(3-Ethylcarbamoyl-propylcarbamoyl)-propylcarbamoyl]-propyl}-carbamic acid tert-butyl ester). RXN SMILES: C(OC(=O)[NH:7][CH2:8][CH2:9][CH2:10][C:11](=[O:21])[NH:12][CH2:13][CH2:14][CH2:15][C:16](=[O:20])[NH:17][CH2:18][CH3:19])(C)(C)C.[C:23]([NH:30][CH2:31][CH2:32][CH2:33][C:34]([OH:36])=O)([O:25][C:26]([CH3:29])([CH3:28])[CH3:27])=[O:24]>CO.Cl>[C:26]([O:25][C:23](=[O:24])[NH:30][CH2:31][CH2:32][CH2:33][C:34](=[O:36])[NH:7][CH2:8][CH2:9][CH2:10][C:11](=[O:21])[NH:12][CH2:13][CH2:14][CH2:15][C:16](=[O:20])[NH:17][CH2:18][CH3:19])([CH3:27])([CH3:28])[CH3:29]. Reported procedure: Boc-Protected derivative 4 (22.3 g, 70.7 mmol) was stirred in a mixture of MeOH (200 ml) and HCl (12%, 81 ml) for 48 h, concentrated to dryness in vacuo, dissolved in H2O, and washed 3 times with CHCl3. Water was removed on a rotary evaporator at 45° C. The resulting hydrochloride was dissolved in a mixture of CH2Cl2 (600 ml) and aq. Na2CO3 (20%, 100 ml), cooled on an ice bath, and Bt-derivative 2 (22.47 g, 70.15 mmol) was added. The cooling bath was removed and the mixture was stirred for 18 h ...